This data is from the Open Reaction Database (ORD), a public repository of structured organic reaction records. The task is: describe an organic reaction: reactants, conditions, products, and yield The reactants are C(CCC)(=O)Cl (Butanoyl chloride), [Cl-].ClC1=C(C=C(C=C1)NC(=O)C1=C(C(=NN1C)C(C(F)(F)F)(F)F)C(F)(F)F)C[NH3+] ([2-chloro-5-({[1-methyl-3-(pentafluoroethyl)-4-(trifluoromethyl)-1H-pyrazol-5-yl]carbonyl}amino)phenyl]methanaminium chloride), N1=CC=CC=C1 (pyridine). The solvent is C1CCOC1 (THF), C1CCOC1 (THF). Run at time 20 hour. Yields the product C(CCC)(=O)NCC=1C=C(C=CC1Cl)NC(=O)C1=C(C(=NN1C)C(C(F)(F)F)(F)F)C(F)(F)F (N-{3-[(butyrylamino)methyl]-4-chlorophenyl}-1-methyl-3-(pentafluoroethyl)-4-(trifluoromethyl)-1H-pyrazole-5-carboxamide). Isolated yield 73.1%. As a reaction SMILES: [C:1](Cl)(=[O:5])[CH2:2][CH2:3][CH3:4].[Cl-].[Cl:8][C:9]1[CH:14]=[CH:13][C:12]([NH:15][C:16]([C:18]2[N:22]([CH3:23])[N:21]=[C:20]([C:24]([F:30])([F:29])[C:25]([F:28])([F:27])[F:26])[C:19]=2[C:31]([F:34])([F:33])[F:32])=[O:17])=[CH:11][C:10]=1[CH2:35][NH3+:36].N1C=CC=CC=1>C1COCC1>[C:1]([NH:36][CH2:35][C:10]1[CH:11]=[C:12]([NH:15][C:16]([C:18]2[N:22]([CH3:23])[N:21]=[C:20]([C:24]([F:29])([F:30])[C:25]([F:28])([F:26])[F:27])[C:19]=2[C:31]([F:32])([F:33])[F:34])=[O:17])[CH:13]=[CH:14][C:9]=1[Cl:8])(=[O:5])[CH2:2][CH2:3][CH3:4] |f:1.2|. Procedure details: Butanoyl chloride (24 mg, 0.23 mmol, 1.1 eq.) in THF (1.5 ml) was added to a solution of [2-chloro-5-({[1-methyl-3-(pentafluoroethyl)-4-(trifluoromethyl)-1H-pyrazol-5-yl]carbonyl}amino)phenyl]methanaminium chloride (100 mg, 0.21 mmol) and pyridine (34 mg, 0.43 mmol, 2.1 eq.) in THF (3 ml). After 20 h at room temperature, the mixture was concentrated under reduced pressure and purified by column chromatography on silica gel (hexane/ethyl acetate) to give N-{3-[(butyrylamino)methyl]-4-chlorophenyl... Reactants: BrCC=1C=CC2=C(OCCC3=C2SC(=C3)C(=O)N(C)C3=C(C=CC=C3)Cl)C1 (8-(Bromomethyl)-N-(2-chlorophenyl)-N-methyl-4,5-dihydrobenzo[b]thieno[2,3-d]oxepine-2-carboxamide), CNC (dimethylamine). Yields the product ClC1=C(C=CC=C1)N(C(=O)C1=CC2=C(C3=C(OCC2)C=C(C=C3)CN(C)C)S1)C (N-(2-chlorophenyl)-8-((dimethylamino)methyl)-N-methyl-4,5-dihydrobenzo[b]thieno[2,3-d]oxepine-2-carboxamide). As a reaction SMILES: Br[CH2:2][C:3]1[CH:4]=[CH:5][C:6]2[C:12]3[S:13][C:14]([C:16]([N:18]([C:20]4[CH:25]=[CH:24][CH:23]=[CH:22][C:21]=4[Cl:26])[CH3:19])=[O:17])=[CH:15][C:11]=3[CH2:10][CH2:9][O:8][C:7]=2[CH:27]=1.[CH3:28][NH:29][CH3:30]>>[Cl:26][C:21]1[CH:22]=[CH:23][CH:24]=[CH:25][C:20]=1[N:18]([CH3:19])[C:16]([C:14]1[S:13][C:12]2[C:6]3[CH:5]=[CH:4][C:3]([CH2:2][N:29]([CH3:30])[CH3:28])=[CH:27][C:7]=3[O:8][CH2:9][CH2:10][C:11]=2[CH:15]=1)=[O:17]. Procedure: 8-(Bromomethyl)-N-(2-chlorophenyl)-N-methyl-4,5-dihydrobenzo[b]thieno[2,3-d]oxepine-2-carboxamide was reacted with dimethylamine using the procedure of Example 153 for 243 to give 242. MS: (ESI+) 427.0